This data is from the Open Reaction Database (ORD), a public repository of structured organic reaction records. The task is: describe an organic reaction: reactants, conditions, products, and yield The reactants are C(C1=CC=CC=C1)N(C)CC1=C(SC=2N(C(N(C(C21)=O)C2=CC=CC=C2)=O)CC2=C(C=CC=C2F)F)C2=CC=C(C=C2)NC(=O)NOC (N-(4-(5-((benzyl(methyl)amino)methyl)-1-(2,6-difluorobenzyl)-1,2,3,4-tetrahydro-2,4-dioxo-3-phenylthieno[2,3-d]pyrimidin-6-yl)phenyl)-N′-methoxyurea), ClC(=O)OC(C)Cl (α-chloroethyl chloroformate). Run in C1CCOC1 (THF), C([O-])(O)=O.[Na+] (sodium bicarbonate). Reaction conditions: time 2.5 hour. Yields the product ClCC1=C(SC=2N(C(N(C(C21)=O)C2=CC=CC=C2)=O)CC2=C(C=CC=C2F)F)C2=CC=C(C=C2)NC(=O)NOC (N-(4-(5-chloromethyl-1-(2,6-difluorobenzyl)-1,2,3,4-tetrahydro-2,4-dioxo-3-phenylthieno[2,3-d]pyrimidin-6-yl)phenyl)-N′-methoxyurea). As a reaction SMILES: C(N([CH2:10][C:11]1[C:19]2[C:18](=[O:20])[N:17]([C:21]3[CH:26]=[CH:25][CH:24]=[CH:23][CH:22]=3)[C:16](=[O:27])[N:15]([CH2:28][C:29]3[C:34]([F:35])=[CH:33][CH:32]=[CH:31][C:30]=3[F:36])[C:14]=2[S:13][C:12]=1[C:37]1[CH:42]=[CH:41][C:40]([NH:43][C:44]([NH:46][O:47][CH3:48])=[O:45])=[CH:39][CH:38]=1)C)C1C=CC=CC=1.[Cl:49]C(OC(Cl)C)=O>C1COCC1.C(=O)(O)[O-].[Na+]>[Cl:49][CH2:10][C:11]1[C:19]2[C:18](=[O:20])[N:17]([C:21]3[CH:26]=[CH:25][CH:24]=[CH:23][CH:22]=3)[C:16](=[O:27])[N:15]([CH2:28][C:29]3[C:34]([F:35])=[CH:33][CH:32]=[CH:31][C:30]=3[F:36])[C:14]=2[S:13][C:12]=1[C:37]1[CH:42]=[CH:41][C:40]([NH:43][C:44]([NH:46][O:47][CH3:48])=[O:45])=[CH:39][CH:38]=1 |f:3.4|. Procedure details: Into a solution of N-(4-(5-((benzyl(methyl)amino)methyl)-1-(2,6-difluorobenzyl)-1,2,3,4-tetrahydro-2,4-dioxo-3-phenylthieno[2,3-d]pyrimidin-6-yl)phenyl)-N′-methoxyurea (7.7 g, 11.53 mmol) in THF (200 ml) which was cooled with a dry ice-acetone bath was added α-chloroethyl chloroformate (1.7 ml, 11.64 mmol). The temperature of the mixture was elevated up to room temperature, and the mixture was stirred for 2.5 hours. The reaction mixture was diluted with saturated aqueous solution of sodium bicar... Reactants: CC1=CC(C)(C(=N)N)N=N1, COC(=O)CC1Cc2ccc(OCCN)cc2NC1=O, CCN(C(C)C)C(C)C, O=C(O)C(F)(F)F, O=[N+]([O-])O, C1COCCO1, O. Yields the product COC(=O)CC1Cc2ccc(OCCNC(=N)N)cc2NC1=O. Reaction SMILES: [CH3:32][C:33]1([C:39](=[NH:40])[NH2:41])[CH:34]=[C:35]([CH3:36])[N:37]=[N:38]1.[CH3:8][O:9][C:10]([CH2:11][CH:12]1[C:13](=[O:26])[NH:14][c:15]2[cH:16][c:17]([O:22][CH2:23][CH2:24][NH2:25])[cH:18][cH:19][c:20]2[CH2:21]1)=[O:27].[CH:42]([N:43]([CH:44]([CH3:45])[CH3:46])[CH2:47][CH3:48])([CH3:49])[CH3:50].[F:1][C:2]([F:3])([F:4])[C:5]([OH:6])=[O:7].[N+:28]([O-:29])([OH:30])=[O:31].[O:52]1[CH2:53][CH2:54][O:55][CH2:56][CH2:57]1.[OH2:51]>>[CH3:8][O:9][C:10]([CH2:11][CH:12]1[C:13](=[O:26])[NH:14][c:15]2[cH:16][c:17]([O:22][CH2:23][CH2:24][NH:25][C:39](=[NH:40])[NH2:41])[cH:18][cH:19][c:20]2[CH2:21]1)=[O:27]. The product is O=C(C=Cc1ccncc1)c1ccco1. The reactants are CC(=O)[O-], CC(=O)[O-], CN(C)C=O, CC(=O)c1ccco1, [Co+2], O=Cc1ccncc1. RXN SMILES: [C:22]([O-:23])(=[O:24])[CH3:25].[C:27]([O-:28])(=[O:29])[CH3:30].[CH3:17][N:18]([CH3:19])[CH:20]=[O:21].[CH3:9][C:10](=[O:11])[c:12]1[cH:13][cH:14][cH:15][o:16]1.[Co+2:26].[n:1]1[cH:2][cH:3][c:4]([CH:7]=[O:8])[cH:5][cH:6]1>>[n:1]1[cH:2][cH:3][c:4]([CH:7]=[CH:9][C:10](=[O:11])[c:12]2[cH:13][cH:14][cH:15][o:16]2)[cH:5][cH:6]1. The reactants are CN(C=CC(=O)C1=CC(=C(NC1=O)C(=O)OCC)C(=O)OCC)C (Diethyl 5-[3-(dimethylamino)acryloyl]-1,6-dihydro-6-oxo-2,3-pyridinedicarboxylate), C1(=CC=C(C=C1)S(=O)(=O)O)C (p-toluenesulfonic acid). The solvent is C(C)(=O)O (acetic acid). Product: O=C1C=COC2=NC(=C(C=C21)C(=O)OCC)C(=O)OCC (diethyl 4-oxo-4H-pyrano[2,3-b]pyridine-6,7-dicarboxylate). Reaction SMILES: CN(C)[CH:3]=[CH:4][C:5]([C:7]1[C:12](=[O:13])[NH:11][C:10]([C:14]([O:16][CH2:17][CH3:18])=[O:15])=[C:9]([C:19]([O:21][CH2:22][CH3:23])=[O:20])[CH:8]=1)=[O:6].C1(C)C=CC(S(O)(=O)=O)=CC=1>C(O)(=O)C>[O:6]=[C:5]1[C:7]2[C:12](=[N:11][C:10]([C:14]([O:16][CH2:17][CH3:18])=[O:15])=[C:9]([C:19]([O:21][CH2:22][CH3:23])=[O:20])[CH:8]=2)[O:13][CH:3]=[CH:4]1. Reported procedure: Diethyl 5-[3-(dimethylamino)acryloyl]-1,6-dihydro-6-oxo-2,3-pyridinedicarboxylate (6 g, 0.0178 mol), and p-toluenesulfonic acid (4.5 g, 0.021 mol) in acetic acid (60 mL) are heated to reflux for three hours. The mixture is then evaporated to dryness, neutralized with a saturated NaHCO3 solution and extracted with methylene chloride. The organic solution is dried over Na2SO4, and concentrated to a thick oil, which solidifies after trituration with hexane-ether (4 g, 77%). The product is recrystal... Reactants: C(=O)(O)C=1C(C(=C(NC1C)C#N)C(=O)OC)C1=CC(=CC=C1)[N+](=O)[O-] (Methyl (-)-5-carboxy-2-cyano-6-methyl-4-(3-nitrophenyl)-1,4-dihydropyridine-3-carboxylate), P(Cl)(Cl)(Cl)(Cl)Cl (phosphorus pentachloride), C(C)(C)O (isopropyl alcohol). Yields the product C(#N)C=1NC(=C(C(C1C(=O)OC)C1=CC(=CC=C1)[N+](=O)[O-])C(=O)OC(C)C)C (5-isopropyl 3-methyl (-)-2-cyano-6-methyl-4-(3-nitrophenyl)-1,4-dihydropyridine-3,5-dicarboxylate). Isolated yield 97.6%. Reaction SMILES: [C:1]([C:4]1[CH:5]([C:17]2[CH:22]=[CH:21][CH:20]=[C:19]([N+:23]([O-:25])=[O:24])[CH:18]=2)[C:6]([C:13]([O:15][CH3:16])=[O:14])=[C:7]([C:11]#[N:12])[NH:8][C:9]=1[CH3:10])([OH:3])=[O:2].P(Cl)(Cl)(Cl)(Cl)Cl.[CH:32](O)([CH3:34])[CH3:33]>>[C:11]([C:7]1[NH:8][C:9]([CH3:10])=[C:4]([C:1]([O:3][CH:32]([CH3:34])[CH3:33])=[O:2])[CH:5]([C:17]2[CH:22]=[CH:21][CH:20]=[C:19]([N+:23]([O-:25])=[O:24])[CH:18]=2)[C:6]=1[C:13]([O:15][CH3:16])=[O:14])#[N:12]. Procedure: Methyl (-)-5-carboxy-2-cyano-6-methyl-4-(3-nitrophenyl)-1,4-dihydropyridine-3-carboxylate (4.47 g) is reacted with phosphorus pentachloride (3.62 g) and isopropyl alcohol (2.5 g) in the same manner as in Example 7 to provide 5-isopropyl 3-methyl (-)-2-cyano-6-methyl-4-(3-nitrophenyl)-1,4-dihydropyridine-3,5-dicarboxylate (4.9 g). Reactants: C(#N)C=1C(=CC(=NC1)N1CCS(CC1)(=O)=O)C1=C(C=C(C=C1)F)C (5-cyano-4-(4-fluoro-2-methylphenyl)-2-(1,1-dioxo-thiomorpholin-4-yl)pyridine), C1(=CC=CC=C1)C (toluene), S(O)(O)(=O)=O (sulfuric acid), [OH-].[Na+] (sodium hydroxide). Run in O (H2O). Run at temperature 70 celsius. Product: FC1=CC(=C(C=C1)C1=C(C=NC(=C1)N1CCS(CC1)(=O)=O)C(=O)N)C (4-(4-fluoro-2-methylphenyl)-6-(1,1-dioxo-thiomorpholin-4-yl)pyridine-3-carboxamide). Isolated yield 100.7%. As a reaction SMILES: [C:1]([C:3]1[C:4]([C:17]2[CH:22]=[CH:21][C:20]([F:23])=[CH:19][C:18]=2[CH3:24])=[CH:5][C:6]([N:9]2[CH2:14][CH2:13][S:12](=[O:16])(=[O:15])[CH2:11][CH2:10]2)=[N:7][CH:8]=1)#[N:2].C1(C)C=CC=CC=1.S(=O)(=O)(O)[OH:33].[OH-].[Na+]>O>[F:23][C:20]1[CH:21]=[CH:22][C:17]([C:4]2[CH:5]=[C:6]([N:9]3[CH2:14][CH2:13][S:12](=[O:15])(=[O:16])[CH2:11][CH2:10]3)[N:7]=[CH:8][C:3]=2[C:1]([NH2:2])=[O:33])=[C:18]([CH3:24])[CH:19]=1 |f:3.4|. Procedure details: A mixture of 5-cyano-4-(4-fluoro-2-methylphenyl)-2-(1,1-dioxo-thiomorpholin-4-yl)pyridine (14.80 g, 42.85 mmol), 15 mL of toluene, and 15 mL (27.6 g, 281 mmol) of concentrated sulfuric acid was heated in a 500-mL flask at 70° C. for 12 hours. The mixture was cooled and quenched with 150 mL cold H2O. A solution of 22.8 g (570 mmol) of sodium hydroxide in 200 mL of H2O was added dropwise at 25–30° C. over 15 minutes. The precipitate was filtered, washed with H2O, and dried to afford 15.68 g (100.7... The reactants are solution, [H][H] (hydrogen), Co, C=CC=C (butadiene), C(C)[Al](CC)CC (triethylaluminum), [H][H] (hydrogen). Reagents/catalysts: catalyst, [Co].[Al] (aluminum-cobalt), final catalyst, CCCCC(CC)C(=O)[O-].CCCCC(CC)C(=O)[O-].[Co+2] (cobalt octoate). Solvent: [Co] (cobalt), C1CCCCC1 (cyclohexane). Product: C=CC(C)=C.C=CC=C (Isoprene Butadiene). As a reaction SMILES: [CH2:1]=[CH:2][CH:3]=[CH2:4].[CH2:5]([Al](CC)CC)C.[H][H]>C1CCCCC1.[Co].CCCCC(C([O-])=O)CC.CCCCC(C([O-])=O)CC.[Co+2].[Co].[Al]>[CH2:1]=[CH:2][C:3](=[CH2:5])[CH3:4].[CH2:1]=[CH:2][CH:3]=[CH2:4] |f:5.6.7,8.9,10.11|. Reported procedure: Part of the polymeric solution (195 g) described in Example V was introduced into a 0.5 L Fischer-Porter reactor. The total amount of polymer added to the reactor was 31.4 g which represents 0.540 moles of butadiene unsaturation. The hydrogenation catalyst was prepared by adding 35.1 mL of a 1.7M triethylaluminum solution (59.6 mmol) to a solution of 19.9 mmol of cobalt octoate in 153.0 mL (119.2 g) of cyclohexane. The final catalyst solution was 0.1M in cobalt and had an aluminum-cobalt ratio o... The reactants are NC=1SC(=C(N1)C(=O)N1[C@@H]2CC[C@H]([C@H]1CNC(C(F)(F)F)=O)C2)C2=CC(=CC=C2)F (N-{(1R,3S,4S)-2-[2-Amino-5-(3-fluoro-phenyl)-thiazole-4-carbonyl]-2-aza-bicyclo[2.2.1]hept-3-ylmethyl}-2,2,2-trifluoro-acetamide), C(=O)([O-])[O-].[K+].[K+] (K2CO3). Run in CO (MeOH). Conditions: temperature 60 celsius, time 6 hour. Yields the product NC=1SC(=C(N1)C(=O)N1[C@@H]2CC[C@H]([C@H]1CN)C2)C2=CC(=CC=C2)F ([2-Amino-5-(3-fluoro-phenyl)-thiazol-4-yl]-((1R,3S,4S)-3-aminomethyl-2-aza-bicyclo[2.2.1]hept-2-yl)-methanone). Reaction SMILES: [NH2:1][C:2]1[S:3][C:4]([C:24]2[CH:29]=[CH:28][CH:27]=[C:26]([F:30])[CH:25]=2)=[C:5]([C:7]([N:9]2[C@H:14]([CH2:15][NH:16]C(=O)C(F)(F)F)[C@@H:13]3[CH2:23][C@H:10]2[CH2:11][CH2:12]3)=[O:8])[N:6]=1.C([O-])([O-])=O.[K+].[K+]>CO>[NH2:1][C:2]1[S:3][C:4]([C:24]2[CH:29]=[CH:28][CH:27]=[C:26]([F:30])[CH:25]=2)=[C:5]([C:7]([N:9]2[C@H:14]([CH2:15][NH2:16])[C@@H:13]3[CH2:23][C@H:10]2[CH2:11][CH2:12]3)=[O:8])[N:6]=1 |f:1.2.3|. Procedure: A solution of N-{(1R,3S,4S)-2-[2-Amino-5-(3-fluoro-phenyl)-thiazole-4-carbonyl]-2-aza-bicyclo[2.2.1]hept-3-ylmethyl}-2,2,2-trifluoro-acetamide (0.98 mmol) in MeOH (3.2 mL) is treated with a sat. aq. K2CO3 solution (0.3 mL) and stirred at 60° C. for 6 h. After stirring at rt for additional 14 h the mixture is concentrated in vacuo and the residue is made basic by addition of aq. NaOH solution. A 1:1 mixture of TBME and EtOAc is added and the mixture is stirred vigorously for 1 h. The layers are s... Starting materials: C(C)(C)(C)OC(=O)N(N=C(C)C)CCCOC (N′-isopropylidene-N-(3-methoxypropyl)-hydrazinecarboxylic acid tert-butyl ester), Cl (hydrochloric acid). Reaction conditions: temperature 80 celsius. Product: Cl.Cl.COCCCNN ((3-methoxypropyl)-hydrazine dihydrochloric acid). The yield is 96.0%. Reaction SMILES: C(OC([N:8]([CH2:13][CH2:14][CH2:15][O:16][CH3:17])[N:9]=C(C)C)=O)(C)(C)C.[ClH:18]>>[ClH:18].[ClH:18].[CH3:17][O:16][CH2:15][CH2:14][CH2:13][NH:8][NH2:9] |f:2.3.4|. Reported procedure: To a solution of N′-isopropylidene-N-(3-methoxypropyl)-hydrazinecarboxylic acid tert-butyl ester (6.49 g, 26.6 mmol) in tetrahydroufuran (50 mL) was added 2.0N hydrochloric acid (27 mL). The solution was heated to reflux (˜80° C.) in a preheated oil bath for 3 h. The solution was cooled to room temperature and concentrated in vacuo to remove the tetrahydrofuran. To the aqueous layer was added toluene (200 mL) and the water was removed via concentrating in vacuo (this was repeated 2 additional ti...